This data is from the Open Reaction Database (ORD), a public repository of structured organic reaction records. The task is: describe an organic reaction: reactants, conditions, products, and yield The reactants are C=CC(C)=C (Isoprene), C(C)O[Si](OCC)(OCC)OCC (tetraethoxysilane), C(=C)(C)C1=CC(=CC=C1)C(=C)C (1,3-diisopropenylbenzene), [Li]C(C)CC (sec-BuLi), CN(CCN(CCN(C)C)C)C (pentamethyldiethylenetriamine). Run in O1CCCC1 (tetrahydrofuran). Product: C1(=CC=CC=C1)C(=C)C1=CC(=CC=C1)C(=C)C1=CC=CC=C1 (1,3-bis(1-phenylethenyl)benzene). Reaction SMILES: [CH2:1]=[CH:2][C:3](=[CH2:5])[CH3:4].[Li][CH:7]([CH2:9][CH3:10])[CH3:8].CN(C)[CH2:13][CH2:14]N(C)CCN(C)C.[CH2:23](O[Si](OCC)(OCC)OCC)[CH3:24].C([C:39]1[CH:44]=[CH:43][CH:42]=[C:41]([C:45]([CH3:47])=[CH2:46])[CH:40]=1)(C)=C>O1CCCC1>[C:8]1([C:2]([C:3]2[CH:4]=[CH:24][CH:23]=[C:47]([C:45]([C:41]3[CH:40]=[CH:39][CH:44]=[CH:43][CH:42]=3)=[CH2:46])[CH:5]=2)=[CH2:1])[CH:14]=[CH:13][CH:10]=[CH:9][CH:7]=1. Procedure: Isoprene, sec-BuLi solution (1.3 M in cyclohexane), anhydrous tetrahydrofuran (THF), pentamethyldiethylenetriamine (PMDETA), tetraethoxysilane, and 1,3-diisopropenylbenzene (1) were obtained from Aldrich Chemical Company, Milwaukee, Wis.. 1,3-bis(1-phenylethenyl)benzene (3) was obtained from the Dow Chemical Company, Midland, Mich. The reactants are O=C([O-])[O-], CN1CCCC1=O, CCOC(C)=O, Nc1c(I)ncnc1I, [K+], [K+], Oc1ccccc1. The product is Nc1c(I)ncnc1Oc1ccccc1. RXN SMILES: [C:17](=[O:18])([O-:19])[O-:20].[CH3:23][N:24]1[CH2:25][CH2:26][CH2:27][C:28]1=[O:29].[CH3:30][CH2:31][O:32][C:33](=[O:34])[CH3:35].[I:1][c:2]1[n:3][cH:4][n:5][c:6]([I:9])[c:7]1[NH2:8].[K+:21].[K+:22].[OH:10][c:11]1[cH:12][cH:13][cH:14][cH:15][cH:16]1>>[I:1][c:2]1[n:3][cH:4][n:5][c:6]([O:10][c:11]2[cH:12][cH:13][cH:14][cH:15][cH:16]2)[c:7]1[NH2:8]. Reactants: ClC=1C=C(CN)C=CC1Cl (3,4-dichlorobenzylamine), C(C(=C)CC(=O)OC)(=O)OC (dimethyl itaconate), CO (methanol), N (ammonia). Conditions: time 48 hour. Yields the product NC(=O)C1C(N(CC1)CC1=CC(=C(C=C1)Cl)Cl)=O (3-aminocarbonyl-1-(3,4-dichlorobenzyl)-pyrrolidin-2-one). Reaction SMILES: [Cl:1][C:2]1[CH:3]=[C:4]([CH:7]=[CH:8][C:9]=1[Cl:10])[CH2:5][NH2:6].[C:11]([O:20]C)(=O)[C:12]([CH2:14][C:15](OC)=O)=[CH2:13].[NH3:22].C[OH:24]>>[NH2:22][C:13]([CH:12]1[CH2:14][CH2:15][N:6]([CH2:5][C:4]2[CH:7]=[CH:8][C:9]([Cl:10])=[C:2]([Cl:1])[CH:3]=2)[C:11]1=[O:20])=[O:24]. Procedure: Neat 3,4-dichlorobenzylamine (18 g, 114 mmol) was added to a solution of dimethyl itaconate (20 g, 114 mmol) in methanol (200 mL) at room temperature. The solution was stirred at for 48 h then concentrated in vacuo. The resulting solid was divided equally into two, one portion being treated with methanolic ammonia (7 M, 300 mL, 2.1 mol). The solution was vented with a needle and allowed to stand for 2 days. The slurry of solvent and product was concentrated further and filtered. The filter cake ... Reactants: CC1=CC=C(C=C1)S(=O)(=O)Cl (4-methylbenzene-1-sulfonyl chloride), FC(/C(=N/O)/C=1C=C(C(=O)OCC)C=CC1)(F)F ((E)-ethyl 3-(2,2,2-trifluoro-1-(hydroxyimino)ethyl)benzoate). Reagents/catalysts: CN(C)C=1C=CN=CC1 (DMAP). Run in ClCCl (dichloromethane), ClCCl (dichloromethane), O (water). Reaction conditions: temperature 0 celsius, time 18 hour. The product is FC(/C(=N/OS(=O)(=O)C1=CC=C(C)C=C1)/C=1C=C(C(=O)OCC)C=CC1)(F)F ((E)-ethyl 3-(2,2,2-trifluoro-1-((tosyloxy)imino)ethyl)benzoate). Yield: 78.0%. RXN SMILES: [F:1][C:2]([F:18])([F:17])/[C:3](/[C:6]1[CH:7]=[C:8]([CH:14]=[CH:15][CH:16]=1)[C:9]([O:11][CH2:12][CH3:13])=[O:10])=[N:4]/[OH:5].[CH3:19][C:20]1[CH:25]=[CH:24][C:23]([S:26](Cl)(=[O:28])=[O:27])=[CH:22][CH:21]=1>ClCCl.CN(C1C=CN=CC=1)C.O>[F:1][C:2]([F:17])([F:18])/[C:3](/[C:6]1[CH:7]=[C:8]([CH:14]=[CH:15][CH:16]=1)[C:9]([O:11][CH2:12][CH3:13])=[O:10])=[N:4]/[O:5][S:26]([C:23]1[CH:24]=[CH:25][C:20]([CH3:19])=[CH:21][CH:22]=1)(=[O:28])=[O:27]. Reported procedure: To a solution of ethyl 3-(2,2,2-trifluoroacetyl)benzoate (500 mg, 2.15 mmol) in ethanol was added pyridine (5 mL) and hydroxylamine hydrochloride (500 mg, 7.2 mmol) and the resulting mixture stirred at 57° C. for 3 hours. The reaction mixture was cooled and passed through an ion exchange column eluting with methanol (30 mL). The methanol solution was evaporated in vacuo to give (E)-ethyl 3-(2,2,2-trifluoro-1-(hydroxyimino)ethyl)benzoate as an oil in 71% yield, 401 mg which was used in the next s... Reactants: COCCN1CCc2ccc(N)cc2CC1, Fc1cc(F)c(Nc2nc(Cl)ncc2Cl)c(N2CCOCC2)c1. Product: COCCN1CCc2ccc(Nc3ncc(Cl)c(Nc4c(F)cc(F)cc4N4CCOCC4)n3)cc2CC1. RXN SMILES: [CH3:24][O:25][CH2:26][CH2:27][N:28]1[CH2:29][CH2:30][c:31]2[c:32]([cH:35][c:36]([NH2:39])[cH:37][cH:38]2)[CH2:33][CH2:34]1.[Cl:1][c:2]1[n:3][cH:4][c:5]([Cl:23])[c:6]([NH:8][c:9]2[c:10]([F:22])[cH:11][c:12]([F:21])[cH:13][c:14]2[N:15]2[CH2:16][CH2:17][O:18][CH2:19][CH2:20]2)[n:7]1>>[c:2]1([NH:39][c:36]2[cH:35][c:32]3[c:31]([cH:38][cH:37]2)[CH2:30][CH2:29][N:28]([CH2:27][CH2:26][O:25][CH3:24])[CH2:34][CH2:33]3)[n:3][cH:4][c:5]([Cl:23])[c:6]([NH:8][c:9]2[c:10]([F:22])[cH:11][c:12]([F:21])[cH:13][c:14]2[N:15]2[CH2:16][CH2:17][O:18][CH2:19][CH2:20]2)[n:7]1. As a reaction SMILES: [C:34]([CH3:35])([CH3:36])([CH3:37])[O:38][C:39]([NH:40][CH:41]1[CH:42]([OH:47])[CH2:43][NH:44][CH2:45][CH2:46]1)=[O:48].[C:49]([O:50][BH-:51]([O:52][C:53](=[O:54])[CH3:55])[O:56][C:57](=[O:58])[CH3:59])(=[O:60])[CH3:61].[CH3:19][C:20]([N:21]([CH:22]1[CH2:23][CH2:24][NH:25][CH2:26][CH:27]1[OH:28])[C:29](=[O:30])[O-:31])([CH3:32])[CH3:33].[CH3:1][O:2][CH:3]([CH2:4][n:5]1[c:6](=[O:17])[cH:7][cH:8][c:9]2[n:10][cH:11][c:12]([O:15][CH3:16])[cH:13][c:14]12)[OH:18].[CH3:67][OH:68].[CH:63]([Cl:64])([Cl:65])[Cl:66].[Na+:62]>>[CH2:3]([CH2:4][n:5]1[c:6](=[O:17])[cH:7][cH:8][c:9]2[n:10][cH:11][c:12]([O:15][CH3:16])[cH:13][c:14]12)[N:44]1[CH2:43][CH:42]([OH:47])[CH:41]([NH:40][C:39]([O:38][C:34]([CH3:35])([CH3:36])[CH3:37])=[O:48])[CH2:46][CH2:45]1. The product is COc1cnc2ccc(=O)n(CCN3CCC(NC(=O)OC(C)(C)C)C(O)C3)c2c1. Starting materials: CC(C)(C)OC(=O)NC1CCNCC1O, CC(=O)O[BH-](OC(C)=O)OC(C)=O, CC(C)(C)N(C(=O)[O-])C1CCNCC1O, COc1cnc2ccc(=O)n(CC(O)OC)c2c1, CO, ClC(Cl)Cl, [Na+]. Reactants: COC1=CC=C(C=C1)S(=O)(=O)Cl (4-Methoxybenzene-sulfonyl chloride), COC1=CC=C(C=C1)S(=O)(=O)Cl (4-Methoxybenzenesulfonyl chloride), COC1=CC=C(C=C1)S(=O)(=O)Cl (4-methoxybenzenesulfonyl chloride), Cl.C(C1=CC=CC=C1)ONC(=O)[C@@H]1NCCN([C@@H]1C)S(=O)(=O)C ((2R,3R)-N-benzyloxy-4-methanesulfonyl-3-methyl-2-piperazinecarboxamide hydrochloride). Solvent: O1CCOCC1 (dioxane), O1CCOCC1 (dioxane), O1CCOCC1 (dioxane), N1=CC=CC=C1 (pyridine). Run at time 3.5 hour. Product: C(C1=CC=CC=C1)ONC(=O)[C@@H]1N(CCN([C@@H]1C)S(=O)(=O)C)S(=O)(=O)C1=CC=C(C=C1)OC ((2R,3R)-N-benzyloxy-4-methanesulfonyl-1-(4-methoxy-benzenesulfonyl)-3-methyl-2-piperazinecarboxamide). The yield is 99.8%. RXN SMILES: [CH3:1][O:2][C:3]1[CH:8]=[CH:7][C:6]([S:9](Cl)(=[O:11])=[O:10])=[CH:5][CH:4]=1.Cl.[CH2:14]([O:21][NH:22][C:23]([C@H:25]1[C@@H:30]([CH3:31])[N:29]([S:32]([CH3:35])(=[O:34])=[O:33])[CH2:28][CH2:27][NH:26]1)=[O:24])[C:15]1[CH:20]=[CH:19][CH:18]=[CH:17][CH:16]=1>O1CCOCC1.N1C=CC=CC=1>[CH2:14]([O:21][NH:22][C:23]([C@H:25]1[C@@H:30]([CH3:31])[N:29]([S:32]([CH3:35])(=[O:33])=[O:34])[CH2:28][CH2:27][N:26]1[S:9]([C:6]1[CH:7]=[CH:8][C:3]([O:2][CH3:1])=[CH:4][CH:5]=1)(=[O:11])=[O:10])=[O:24])[C:15]1[CH:16]=[CH:17][CH:18]=[CH:19][CH:20]=1 |f:1.2|. Procedure details: A solution of 4-methoxybenzenesulfonyl chloride (284 mg) in dioxane (2 ml) was added to a solution of (2R,3R)-N-benzyloxy-4-methanesulfonyl-3-methyl-2-piperazinecarboxamide hydrochloride (200 mg) in pyridine (2 ml) with cooling on an ice bath. The mixture was stirred at ambient temperature for 3.5 hours. 4-Methoxybenzene-sulfonyl chloride (60 mg) in dioxane (1 ml) was added thereto, and the mixture was stirred at ambient temperature for 2 hours. 4-Methoxybenzenesulfonyl chloride (60 mg) in dioxa... Starting materials: CCCCC(CC)C(=O)[O-], [Cl-], O=C1OC2CC1N(C(=O)C1(c3ccc(Cl)cc3)CC1)C2, Cl, Cl, N#CC1(N)CC1, [Na+], [Na+], C1CCOC1, O. The product is N#CC1(NC(=O)C2CC(O)CN2C(=O)C2(c3ccc(Cl)cc3)CC2)CC1. Reaction SMILES: [CH2:28]([CH:29]([CH2:30][CH2:31][CH2:32][CH3:33])[C:34]([O-:35])=[O:36])[CH3:37].[Cl-:41].[Cl:1][c:2]1[cH:3][cH:4][c:5]([C:8]2([C:11](=[O:12])[N:13]3[CH:14]4[C:15](=[O:20])[O:16][CH:17]([CH2:18]3)[CH2:19]4)[CH2:9][CH2:10]2)[cH:6][cH:7]1.[ClH:21].[ClH:39].[NH2:22][C:23]1([C:26]#[N:27])[CH2:24][CH2:25]1.[Na+:38].[Na+:40].[O:43]1[CH2:44][CH2:45][CH2:46][CH2:47]1.[OH2:42]>>[Cl:1][c:2]1[cH:3][cH:4][c:5]([C:8]2([C:11](=[O:12])[N:13]3[CH:14]([C:15](=[O:20])[NH:22][C:23]4([C:26]#[N:27])[CH2:24][CH2:25]4)[CH2:19][CH:17]([OH:16])[CH2:18]3)[CH2:9][CH2:10]2)[cH:6][cH:7]1. Reactants: OC1=CC=C(C(C(=O)N)=C1)N (5-hydroxyanthranilamide), [OH-].[Na+] (NaOH), C(C1=CC=CC=C1)Cl (benzyl chloride). Solvent: O (water). Yields the product C(C1=CC=CC=C1)OC1=CC=C(C(C(=O)N)=C1)N (5-Benzyloxyanthranilamide). As a reaction SMILES: [OH:1][C:2]1[CH:10]=[C:6]([C:7]([NH2:9])=[O:8])[C:5]([NH2:11])=[CH:4][CH:3]=1.[OH-].[Na+].[CH2:14](Cl)[C:15]1[CH:20]=[CH:19][CH:18]=[CH:17][CH:16]=1>O>[CH2:14]([O:1][C:2]1[CH:10]=[C:6]([C:7]([NH2:9])=[O:8])[C:5]([NH2:11])=[CH:4][CH:3]=1)[C:15]1[CH:20]=[CH:19][CH:18]=[CH:17][CH:16]=1 |f:1.2|. Procedure: A mixture of 5-hydroxyanthranilamide (15.2 g), 250 ml water, 5.1 ml 50% NaOH, and 11.7 ml benzyl chloride was heated 1/2 hour at 95°, filtered and the solid recrystallized from 200 ml butanol to give 16.6 g product, m.163-5.